This data is from the Open Reaction Database (ORD), a public repository of structured organic reaction records. The task is: describe an organic reaction: reactants, conditions, products, and yield Starting materials: CN1CC2=C(C(C1)O)C=CO2 (6-methyl-4,5,6,7-tetrahydrofuro[2,3-c]pyridin-4-ol), NC=1C=C(C=CC1Cl)O (3-amino-4-chlorophenol). The product is Cl.Cl.NC=1C=C(C=CC1Cl)OC1C2=C(CN(C1)C)OC=C2 (4-(3-Amino-4-chlorophenyloxy)-6-methyl-4,5,6,7-tetrahydrofuro[2,3-c]pyridine dihydrochloride). As a reaction SMILES: [CH3:1][N:2]1[CH2:7][CH:6]([OH:8])[C:5]2[CH:9]=[CH:10][O:11][C:4]=2[CH2:3]1.[NH2:12][C:13]1[CH:14]=[C:15](O)[CH:16]=[CH:17][C:18]=1[Cl:19]>>[ClH:19].[ClH:19].[NH2:12][C:13]1[CH:14]=[C:15]([O:8][CH:6]2[CH2:7][N:2]([CH3:1])[CH2:3][C:4]3[O:11][CH:10]=[CH:9][C:5]2=3)[CH:16]=[CH:17][C:18]=1[Cl:19] |f:2.3.4|. Reported procedure: The same method as in Example 3 was conducted using 6-methyl-4,5,6,7-tetrahydrofuro[2,3-c]pyridin-4-ol (Reference Example 1) instead of 6-methyl-4,5,6,7-tetrahydrothieno[2,3-c]pyridin-4-ol (Reference Example 6) and was conducted using 3-amino-4-chlorophenol instead of 1,3-difluorobenzene to give the objective compound. Reactants: [Si](C)(C)(C(C)(C)C)Cl (TBS-Cl), BrC=1C(=C2COC(C2=CC1)O)C (5-bromo-4-methyl-1,3-dihydroisobenzofuran-1-ol), N1C=NC=C1 (imidazole). The solvent is C(Cl)Cl (methylene chloride), C(Cl)Cl (methylene chloride). Reaction conditions: time 8 hour. The product is BrC=1C(=C2COC(C2=CC1)O[Si](C)(C)C(C)(C)C)C (((5-bromo-4-methyl-1,3-dihydroisobenzofuran-1-yl)oxy)(tert-butyl)dimethylsilane). RXN SMILES: [Si:1](Cl)([C:4]([CH3:7])([CH3:6])[CH3:5])([CH3:3])[CH3:2].[Br:9][C:10]1[C:11]([CH3:20])=[C:12]2[C:16](=[CH:17][CH:18]=1)[CH:15]([OH:19])[O:14][CH2:13]2.N1C=CN=C1>C(Cl)Cl>[Br:9][C:10]1[C:11]([CH3:20])=[C:12]2[C:16](=[CH:17][CH:18]=1)[CH:15]([O:19][Si:1]([C:4]([CH3:7])([CH3:6])[CH3:5])([CH3:3])[CH3:2])[O:14][CH2:13]2. Reported procedure: A solution of TBS-Cl (3.63 g, 24.10 mmol) in methylene chloride (15 mL) was added to a solution of 5-bromo-4-methyl-1,3-dihydroisobenzofuran-1-ol (2.76 g, 12.1 mmol) and imidazole (1.72 g, 25.3 mmol) in methylene chloride (80 mL) at 0° C., the resulting solution was stirred at rt overnight. The mixture was partitioned between DCM and water, the water phase was extracted with methylene chloride and the combined organic phase was dried over sodium sulfate then concentrated, and the residue was pur... Starting materials: [BH4-].[Na+] (NaBH4), N(=[N+]=[N-])C[C@@H]1C[C@H](C(N1C(=O)OC(C)(C)C)=O)CCCCl ((3R,5S)-tert-butyl 5-(azidomethyl)-3-(3-chloropropyl)-2-oxopyrrolidine-1-carboxylate), [BH4-].[Na+] (NaBH4), [BH4-].[Na+] (NaBH4), alcohol. Solvent: CO (MeOH). Conditions: temperature 27 celsius. Yields the product N(=[N+]=[N-])C[C@H](C[C@@H](CCCCl)CO)NC(OC(C)(C)C)=O (tert-Butyl (2S,4R)-1-azido-7-chloro-4-(hydroxymethyl)heptan-2-ylcarbamate). As a reaction SMILES: [N:1]([CH2:4][C@H:5]1[N:9]([C:10]([O:12][C:13]([CH3:16])([CH3:15])[CH3:14])=[O:11])[C:8](=[O:17])[C@H:7]([CH2:18][CH2:19][CH2:20][Cl:21])[CH2:6]1)=[N+:2]=[N-:3].[BH4-].[Na+]>CO>[N:1]([CH2:4][C@@H:5]([NH:9][C:10](=[O:11])[O:12][C:13]([CH3:15])([CH3:14])[CH3:16])[CH2:6][C@H:7]([CH2:8][OH:17])[CH2:18][CH2:19][CH2:20][Cl:21])=[N+:2]=[N-:3] |f:1.2|. Procedure details: The (3R,5S)-tert-butyl 5-(azidomethyl)-3-(3-chloropropyl)-2-oxopyrrolidine-1-carboxylate (10.11 g, 31.9 mmol, 10. equiv) was dissolved in 200 mL of MeOH. Solid NaBH4 was added in ˜1 g portions at a rate to maintain the reaction temperature at ˜27° C. Subsequent portions of NaBH4 were added only after the previous charge had completely dissolved. After the addition of ˜3 g of NaBH4 (˜80 mmol, 2.5 equiv) over a 3 h period, LC/MS analysis showed >95% conversion to the desired alcohol. The residual ... Starting materials: CN(C)C=O, ClCCN1CCCCC1, Cl, On1c(-c2ccncc2)c(-c2ccc(F)cc2)c2ncccc21, [H-], [Na+]. Product: Fc1ccc(-c2c(-c3ccncc3)n(OCCN3CCCCC3)c3cccnc23)cc1. Reaction SMILES: [CH3:36][N:37]([CH3:38])[CH:39]=[O:40].[Cl:25][CH2:26][CH2:27][N:28]1[CH2:29][CH2:30][CH2:31][CH2:32][CH2:33]1.[ClH:24].[F:1][c:2]1[cH:3][cH:4][c:5](-[c:8]2[c:9](-[c:18]3[cH:19][cH:20][n:21][cH:22][cH:23]3)[n:10]([OH:17])[c:11]3[c:12]2[n:13][cH:14][cH:15][cH:16]3)[cH:6][cH:7]1.[H-:34].[Na+:35]>>[F:1][c:2]1[cH:3][cH:4][c:5](-[c:8]2[c:9](-[c:18]3[cH:19][cH:20][n:21][cH:22][cH:23]3)[n:10]([O:17][CH2:26][CH2:27][N:28]3[CH2:29][CH2:30][CH2:31][CH2:32][CH2:33]3)[c:11]3[c:12]2[n:13][cH:14][cH:15][cH:16]3)[cH:6][cH:7]1. Reactants: FC=1C=C(C=NC1)C1=CC(CC2(CCN(CC2)C(C2=CC(=C(C=C2)OC(C)C)C)=O)O1)=O (10-(5-fluoro-3-pyridyl)-3-(4-isopropoxy-3-methyl-benzoyl)-11-oxa-3-azaspiro[5.5]undec-9-en-8-one), [BH4-].[Na+] (sodium borohydride), [Cl-].[NH4+] (ammonium chloride). Solvent: CO (methanol). Reaction conditions: time 30 minute. Product: FC=1C=C(C=NC1)C1=CC(CC2(CCN(CC2)C(=O)C2=CC(=C(C=C2)OC(C)C)C)O1)O ([10-(5-fluoro-3-pyridyl)-8-hydroxy-11-oxa-3-azaspiro[5.5]undec-9-en-3-yl]-(4-isopropoxy-3-methyl-phenyl)methanone). Isolated yield 93.7%. Reaction SMILES: [F:1][C:2]1[CH:3]=[C:4]([C:8]2[O:31][C:12]3([CH2:17][CH2:16][N:15]([C:18](=[O:30])[C:19]4[CH:24]=[CH:23][C:22]([O:25][CH:26]([CH3:28])[CH3:27])=[C:21]([CH3:29])[CH:20]=4)[CH2:14][CH2:13]3)[CH2:11][C:10](=[O:32])[CH:9]=2)[CH:5]=[N:6][CH:7]=1.[BH4-].[Na+].[Cl-].[NH4+]>CO>[F:1][C:2]1[CH:3]=[C:4]([C:8]2[O:31][C:12]3([CH2:17][CH2:16][N:15]([C:18]([C:19]4[CH:24]=[CH:23][C:22]([O:25][CH:26]([CH3:28])[CH3:27])=[C:21]([CH3:29])[CH:20]=4)=[O:30])[CH2:14][CH2:13]3)[CH2:11][CH:10]([OH:32])[CH:9]=2)[CH:5]=[N:6][CH:7]=1 |f:1.2,3.4|. Reported procedure: To a solution of 10-(5-fluoro-3-pyridyl)-3-(4-isopropoxy-3-methyl-benzoyl)-11-oxa-3-azaspiro[5.5]undec-9-en-8-one (273 mg, 0.62 mmol) in methanol (7.8 mL) was slowly added sodium borohydride (25 mg, 0.65 mmol) The reaction mixture was allowed to stir for 30 minutes. A solution of saturated aqueous ammonium chloride (50 mL) was added. After brief stirring, the mixture was concentrated to half volume and was extracted with dichloromethane (3×75 mL). The organic layers were combined, dried over sod...